From a dataset of the Open Reaction Database (ORD), a public repository of structured organic reaction records. describe an organic reaction: reactants, conditions, products, and yield Starting materials: C1CCOC1, C[Si](C)(C)C=[N+]=[N-], CO, O=C(O)c1ccc2cc[nH]c2c1. Product: COC(=O)c1ccc2cc[nH]c2c1. RXN SMILES: [CH2:20]1[O:21][CH2:22][CH2:23][CH2:24]1.[CH3:13][Si:14]([CH:15]=[N+:16]=[N-:17])([CH3:18])[CH3:19].[CH3:25][OH:26].[nH:1]1[cH:2][cH:3][c:4]2[cH:5][cH:6][c:7]([C:10](=[O:11])[OH:12])[cH:8][c:9]12>>[nH:1]1[cH:2][cH:3][c:4]2[cH:5][cH:6][c:7]([C:10]([O:11][CH3:13])=[O:12])[cH:8][c:9]12.